From a dataset of the Open Reaction Database (ORD), a public repository of structured organic reaction records. describe an organic reaction: reactants, conditions, products, and yield Reactants: O=C(Cl)c1ccccc1, ClCCl, Nc1cccc(-c2nn3ccc(CO)cc3c2-c2ccncn2)c1. Yields the product O=C(Nc1cccc(-c2nn3ccc(CO)cc3c2-c2ccncn2)c1)c1ccccc1. As a reaction SMILES: [C:25]([c:26]1[cH:27][cH:28][cH:29][cH:30][cH:31]1)(=[O:32])[Cl:33].[Cl:34][CH2:35][Cl:36].[NH2:1][c:2]1[cH:3][c:4](-[c:8]2[n:9][n:10]3[c:11]([cH:12][c:13]([CH2:16][OH:17])[cH:14][cH:15]3)[c:18]2-[c:19]2[n:20][cH:21][n:22][cH:23][cH:24]2)[cH:5][cH:6][cH:7]1>>[NH:1]([c:2]1[cH:3][c:4](-[c:8]2[n:9][n:10]3[c:11]([cH:12][c:13]([CH2:16][OH:17])[cH:14][cH:15]3)[c:18]2-[c:19]2[n:20][cH:21][n:22][cH:23][cH:24]2)[cH:5][cH:6][cH:7]1)[C:25]([c:26]1[cH:27][cH:28][cH:29][cH:30][cH:31]1)=[O:32]. Starting materials: C(C)(C)(C)C1=C(C=C(C(=O)OC)C=C1[N+](=O)[O-])[N+](=O)[O-] (methyl 4-tert. butyl-3,5-dinitrobenzoate). Reagents/catalysts: [Pd] (palladium/carbon). Solvent: CO (methanol). Yields the product NC=1C=C(C(=O)OC)C=C(C1C(C)(C)C)N (methyl 3,5-diamino-4-tert. butylbenzoate). As a reaction SMILES: [C:1]([C:5]1[C:14]([N+:15]([O-])=O)=[CH:13][C:8]([C:9]([O:11][CH3:12])=[O:10])=[CH:7][C:6]=1[N+:18]([O-])=O)([CH3:4])([CH3:3])[CH3:2]>[Pd].CO>[NH2:15][C:14]1[CH:13]=[C:8]([CH:7]=[C:6]([NH2:18])[C:5]=1[C:1]([CH3:3])([CH3:2])[CH3:4])[C:9]([O:11][CH3:12])=[O:10]. Procedure details: 28.2 G. of methyl 4-tert. butyl-3,5-dinitrobenzoate dissolved in 200 ml. of methanol were hydrogenated under normal pressure and at room temperature in the presence of 2 g. of palladium/carbon (5%). After the uptake of the theoretical amount of hydrogen, the solution was filtered from the catalyst and evaporated. The residue was dissolved in benzene and purified over aluminum oxide, there being obtained methyl 3,5-diamino-4-tert. butylbenzoate having a melting point of 71°-73° C. after recrystal... Starting materials: CN(C)CCN(CC=1C=CC(=CC1)OC)C=2C=CC=CN2.Cl (pyrilamine HCl), CN(C)CCN(CC1=CC=C(C=C1)OC)C2=CC=CC=N2.Cl (pyrilamine hydrochloride). Run in O (water). Product: CN(C)CCN(CC=1C=CC(=CC1)OC)C=2C=CC=CN2 (pyrilamine). The yield is 99.5%. Reaction SMILES: [CH3:1][N:2]([CH2:4][CH2:5][N:6]([C:16]1[CH:17]=[CH:18][CH:19]=[CH:20][N:21]=1)[CH2:7][C:8]1[CH:9]=[CH:10][C:11]([O:14][CH3:15])=[CH:12][CH:13]=1)[CH3:3].Cl>O>[CH3:1][N:2]([CH2:4][CH2:5][N:6]([C:16]1[CH:17]=[CH:18][CH:19]=[CH:20][N:21]=1)[CH2:7][C:8]1[CH:13]=[CH:12][C:11]([O:14][CH3:15])=[CH:10][CH:9]=1)[CH3:3] |f:0.1|. Procedure details: A second solution of antihistamine was prepared by dissolving 1.52 grams of the pyrilamine HCl in 60 ml of purified water. The molecular weight of the pyrilamine hydrochloride is 321.9 which resulted in an aqueous solution of 4.7×10-3 moles of pyrilamine. The pH of the solution was adjusted to 7.4 with Na2HPO4 ·7H2O. The product is Cc1ccc(S(=O)(=O)OCC(OC2NC(=O)C2NC(=O)C(Cc2ccccc2)NC(=O)CCc2ccccc2)c2ccccc2)cc1. As a reaction SMILES: [Cl:55][CH2:56][Cl:57].[c:12]1([CH2:18][CH2:19][C:20](=[O:21])[NH:22][CH:23]([CH2:24][c:25]2[cH:26][cH:27][cH:28][cH:29][cH:30]2)[C:31](=[O:32])[NH:33][CH:34]2[C:35](=[O:48])[NH:36][CH:37]2[O:38][CH:39]([CH2:40][OH:41])[c:42]2[cH:43][cH:44][cH:45][cH:46][cH:47]2)[cH:13][cH:14][cH:15][cH:16][cH:17]1.[c:1]1([CH3:11])[cH:2][cH:3][c:4]([S:7](=[O:8])(=[O:9])[Cl:10])[cH:5][cH:6]1.[cH:49]1[cH:50][cH:51][n:52][cH:53][cH:54]1>>[c:1]1([CH3:11])[cH:2][cH:3][c:4]([S:7](=[O:8])(=[O:9])[O:41][CH2:40][CH:39]([O:38][CH:37]2[CH:34]([NH:33][C:31]([CH:23]([NH:22][C:20]([CH2:19][CH2:18][c:12]3[cH:13][cH:14][cH:15][cH:16][cH:17]3)=[O:21])[CH2:24][c:25]3[cH:26][cH:27][cH:28][cH:29][cH:30]3)=[O:32])[C:35](=[O:48])[NH:36]2)[c:42]2[cH:43][cH:44][cH:45][cH:46][cH:47]2)[cH:5][cH:6]1. Reactants: ClCCl, O=C(CCc1ccccc1)NC(Cc1ccccc1)C(=O)NC1C(=O)NC1OC(CO)c1ccccc1, Cc1ccc(S(=O)(=O)Cl)cc1, c1ccncc1. The reactants are CC1(CC=C(CC1)C1=NC(=CC=C1NC(=O)C=1NC=C(N1)C#N)C1CC(OC(C1)(C)C)(C)C)C (4-Cyano-1H-imidazole-2-carboxylic acid[2-(4,4-dimethyl-cyclohex-1-enyl)-6-(2,2,6,6-tetramethyl-tetrahydro-pyran-4-yl)-pyridin-3-yl]-amide), Cl (HCl). Run in CCO (EtOH). The product is Cl.CC1(CC=C(CC1)C1=NC(=CC=C1NC(=O)C=1NC=C(N1)C#N)C1CC(OC(C1)(C)C)(C)C)C (4-Cyano-1H-imidazole-2-carboxylic acid[2-(4,4-dimethyl-cyclohex-1-enyl)-6-(2,2,6,6-tetramethyl-tetrahydro-pyran-4-yl)-pyridin-3-yl]-amide hydrochloride salt). The yield is 37.5%. As a reaction SMILES: [CH3:1][C:2]1([CH3:34])[CH2:7][CH2:6][C:5]([C:8]2[C:13]([NH:14][C:15]([C:17]3[NH:18][CH:19]=[C:20]([C:22]#[N:23])[N:21]=3)=[O:16])=[CH:12][CH:11]=[C:10]([CH:24]3[CH2:29][C:28]([CH3:31])([CH3:30])[O:27][C:26]([CH3:33])([CH3:32])[CH2:25]3)[N:9]=2)=[CH:4][CH2:3]1.[ClH:35]>CCO>[ClH:35].[CH3:1][C:2]1([CH3:34])[CH2:7][CH2:6][C:5]([C:8]2[C:13]([NH:14][C:15]([C:17]3[NH:18][CH:19]=[C:20]([C:22]#[N:23])[N:21]=3)=[O:16])=[CH:12][CH:11]=[C:10]([CH:24]3[CH2:25][C:26]([CH3:33])([CH3:32])[O:27][C:28]([CH3:31])([CH3:30])[CH2:29]3)[N:9]=2)=[CH:4][CH2:3]1 |f:3.4|. Reported procedure: A solution of 4-cyano-1H-imidazole-2-carboxylic acid[2-(4,4-dimethyl-cyclohex-1-enyl)-6-(2,2,6,6-tetramethyl-tetrahydro-pyran-4-yl)-pyridin-3-yl]-amide (49.2 mg, 0.107 mmol, as prepared in Example 15, step (h)) in EtOH (2 mL) was treated with HCl (26.6 μL, 0. 107 mmol, 4 M in dioxane) at room temperature for 1.5 h. The solvents were evaporated in vacuo, and the residue was dried under high vacuum overnight. The solid was dissolved in a minimum amount of EtOH (900 μL) with sonication and heating.... Starting materials: OC=1C=C(C=CC1OC)/C=C/C(=O)NC1=C(C(=O)O)C=CC=C1 ((E)-2-[[3-(3-hydroxy-4-methoxyphenyl)-1-oxo-2-propenyl]amino]benzoic acid), C(C)(=O)OC(C)=O (acetic anhydride). Run in O (water). Reaction conditions: time 3 hour. Product: C(C)(=O)OC=1C=C(/C=C/C=2OC(C3=C(N2)C=CC=C3)=O)C=CC1OC ((E)-2-(3-acetoxy-4-methoxystyryl)-4H-benzo[d][1,3]oxazin-4-one). The yield is 93.0%. RXN SMILES: [OH:1][C:2]1[CH:3]=[C:4](/[CH:10]=[CH:11]/[C:12]([NH:14][C:15]2[CH:23]=[CH:22][CH:21]=[CH:20][C:16]=2[C:17]([OH:19])=[O:18])=O)[CH:5]=[CH:6][C:7]=1[O:8][CH3:9].[C:24](OC(=O)C)(=[O:26])[CH3:25]>O>[C:24]([O:1][C:2]1[CH:3]=[C:4]([CH:5]=[CH:6][C:7]=1[O:8][CH3:9])/[CH:10]=[CH:11]/[C:12]1[O:19][C:17](=[O:18])[C:16]2[CH:20]=[CH:21][CH:22]=[CH:23][C:15]=2[N:14]=1)(=[O:26])[CH3:25]. Procedure: A solution of (E)-2-[[3-(3-hydroxy-4-methoxyphenyl)-1-oxo-2-propenyl]amino]benzoic acid (0.5 g, 1.6 mmol) in acetic anhydride (3 mL) was heated to reflux and stirred for 3 h. The reaction was cooled to rt and the resulting suspension was diluted with water. The suspension was stirred at it for 1 h and the precipitate was collected by filtration, providing (E)-2-(3-acetoxy-4-methoxystyryl)-4H-benzo[d][1,3]oxazin-4-one (0.50 g, 93%) as a yellow solid; mp 187-190° C.; δH (400 MHz, DMSO-d6) 2.80 (s,... Starting materials: O=C([O-])O, CC(=O)O, N#CCC(C#N)=NNc1c(Cl)cc(C(F)(F)F)cc1Cl, [Na+], N#C[Na], O. The product is N#CCC(C#N)NNc1c(Cl)cc(C(F)(F)F)cc1Cl. RXN SMILES: [C:25](=[O:26])([OH:27])[O-:28].[CH3:30][C:31](=[O:32])[OH:33].[Cl:1][c:2]1[c:3]([NH:13][N:14]=[C:15]([C:16]#[N:17])[CH2:18][C:19]#[N:20])[c:4]([Cl:12])[cH:5][c:6]([C:8]([F:9])([F:10])[F:11])[cH:7]1.[Na+:29].[Na:21][C:22]#[N:23].[OH2:24]>>[Cl:1][c:2]1[c:3]([NH:13][NH:14][CH:15]([C:16]#[N:17])[CH2:18][C:19]#[N:20])[c:4]([Cl:12])[cH:5][c:6]([C:8]([F:9])([F:10])[F:11])[cH:7]1. The reactants are C[Si](CCOCN1C=NC(=C1)CO)(C)C (1-(2-Trimethylsilylethoxymethyl)-1H-imidazole-4-methanol), CC(C)(C)[Si](C1=CC=CC=C1)(C2=CC=CC=C2)Cl (TBDPSCl). The reagents and catalysts are CN(C)C=1C=CN=CC1 (DMAP). Solvent: ClCCl (dichloromethane). Reaction conditions: time 1 day. Yields the product [Si](C1=CC=CC=C1)(C1=CC=CC=C1)(C(C)(C)C)OCC=1N=CN(C1)COCC[Si](C)(C)C (4-(tert-Butyldiphenylsilyloxymethyl)-1-(2-trimethylsilylethoxymethyl)-1H-imidazole). As a reaction SMILES: [CH3:1][Si:2]([CH3:15])([CH3:14])[CH2:3][CH2:4][O:5][CH2:6][N:7]1[CH:11]=[C:10]([CH2:12][OH:13])[N:9]=[CH:8]1.[CH3:16][C:17]([Si:20](Cl)([C:27]1[CH:32]=[CH:31][CH:30]=[CH:29][CH:28]=1)[C:21]1[CH:26]=[CH:25][CH:24]=[CH:23][CH:22]=1)([CH3:19])[CH3:18]>ClCCl.CN(C1C=CN=CC=1)C>[Si:20]([O:13][CH2:12][C:10]1[N:9]=[CH:8][N:7]([CH2:6][O:5][CH2:4][CH2:3][Si:2]([CH3:15])([CH3:14])[CH3:1])[CH:11]=1)([C:17]([CH3:19])([CH3:18])[CH3:16])([C:27]1[CH:28]=[CH:29][CH:30]=[CH:31][CH:32]=1)[C:21]1[CH:26]=[CH:25][CH:24]=[CH:23][CH:22]=1. Procedure: 1-(2-Trimethylsilylethoxymethyl)-1H-imidazole-4-methanol (100 g) was dissolved in dichloromethane (1 L), and under stirring TEA (122 mL), DMAP (5.35 g), and then TBDPSCl (149 mL) were added. After stirring for 1 day, the reaction mixture solution was washed with water, dried over anhydrous sodium sulfate, and subsequently the solvent was distilled off under reduced pressure. The resulting residue was purified by flash chromatography (ethyl acetate/hexane=25%-50%) using silica gel column (product...